From a dataset of the Open Reaction Database (ORD), a public repository of structured organic reaction records. describe an organic reaction: reactants, conditions, products, and yield Starting materials: FC1=C(OC=2SC3=C(N2)C=CC(=C3)N)C=CC=C1 (2-(2'-fluorophenoxy)-6-aminobenzothiazole), ice water, C(#N)S.N (ammonium rhodanide), C(C1=CC=CC=C1)(=O)Cl (benzoyl chloride). Solvent: CC(=O)C (acetone), CC(=O)C (acetone). Conditions: time 2 minute. Yields the product FC1=C(OC=2SC3=C(N2)C=CC(=C3)N=C=S)C=CC=C1 (2-(2'-fluorophenoxy)-6-isothiocyanobenzothiazole). Reaction SMILES: [C:1]([SH:3])#N.N.C(Cl)(=O)C1C=CC=CC=1.[F:14][C:15]1[CH:31]=[CH:30][CH:29]=[CH:28][C:16]=1[O:17][C:18]1[S:19][C:20]2[CH:26]=[C:25]([NH2:27])[CH:24]=[CH:23][C:21]=2[N:22]=1>CC(C)=O>[F:14][C:15]1[CH:31]=[CH:30][CH:29]=[CH:28][C:16]=1[O:17][C:18]1[S:19][C:20]2[CH:26]=[C:25]([N:27]=[C:1]=[S:3])[CH:24]=[CH:23][C:21]=2[N:22]=1 |f:0.1|. Procedure: An amount of 17 g of ammonium rhodanide is dissolved in 200 ml of absolute acetone; an addition is then made to the solution, with stirring, of 31 g of benzoyl chloride. The reaction mixture is allowed to boil with refluxing for 5 minutes; a solution is then added of 57 g of 2-(2'-fluorophenoxy)-6-aminobenzothiazole (obtained from 2-(2'-fluorophenoxy)-6-nitrobenzothiazole by catalytic hydrogenation, cp. Example 6) in 400 ml of acetone. Stirring is continued for 2 minutes at the boiling temperatu... Reactants: CC1=CC=C2C(=N1)NC(O2)=O (5-methyl-3H-oxazolo[4,5-b]pyridin-2-one), N(=NC(=O)OC(C)(C)C)C(=O)OC(C)(C)C (di-tert-butyl azodicarboxylate), OCC=1C=C(C=CC1)NC(OCCCN1CCN(CC1)C)=O (3-(4-methylpiperazin-1-yl)propyl (3-hydroxymethylphenyl)carbamate), C1(=CC=CC=C1)P(C1=CC=CC=C1)C1=CC=CC=C1 (triphenylphosphine). Run in CN(C)C=O (DMF). Conditions: time 30 minute. Yields the product CC1=CC=C2C(=N1)N(C(O2)=O)CC=2C=C(C=CC2)NC(OCCCN2CCN(CC2)C)=O (3-(4-methylpiperazin-1-yl)propyl [3-(5-methyl-2-oxooxazolo-[4,5-b]pyridin-3-ylmethyl)phenyl]carbamate). As a reaction SMILES: [CH3:1][C:2]1[N:7]=[C:6]2[NH:8][C:9](=[O:11])[O:10][C:5]2=[CH:4][CH:3]=1.O[CH2:13][C:14]1[CH:15]=[C:16]([NH:20][C:21](=[O:33])[O:22][CH2:23][CH2:24][CH2:25][N:26]2[CH2:31][CH2:30][N:29]([CH3:32])[CH2:28][CH2:27]2)[CH:17]=[CH:18][CH:19]=1.C1(P(C2C=CC=CC=2)C2C=CC=CC=2)C=CC=CC=1.N(C(OC(C)(C)C)=O)=NC(OC(C)(C)C)=O>CN(C=O)C>[CH3:1][C:2]1[N:7]=[C:6]2[N:8]([CH2:13][C:14]3[CH:15]=[C:16]([NH:20][C:21](=[O:33])[O:22][CH2:23][CH2:24][CH2:25][N:26]4[CH2:27][CH2:28][N:29]([CH3:32])[CH2:30][CH2:31]4)[CH:17]=[CH:18][CH:19]=3)[C:9](=[O:11])[O:10][C:5]2=[CH:4][CH:3]=1. Procedure: 98 mg (0.65 mmol) of 5-methyl-3H-oxazolo[4,5-b]pyridin-2-one, 200 mg (0.65 mmol) of 3-(4-methylpiperazin-1-yl)propyl (3-hydroxymethylphenyl)carbamate and 325 mg (0.98 mmol) of polymer-bound triphenylphosphine (3 mmol/g) are suspended in 5 ml of DMF, and the mixture is shaken for 30 min. 229 mg (0.98 mmol) of di-tert-butyl azodicarboxylate are subsequently added. The reaction mixture is shaken at room temperature. The reaction mixture is filtered and rinsed with THF, and the filtrate is evaporate... Starting materials: C(=O)(OCC1C2=CC=CC=C2C2=CC=CC=C12)NCC(=O)O (Fmoc-glycine), NC1=C(C(=O)C2=CC=CC=C2)C=CC(=C1)[N+](=O)[O-] (2-amino-4-nitro-benzophenone), NC1=CC2=C(N(C(C(N=C2C2=CC=CC=C2)C)=O)C)C=C1 (7-amino-1,3-dimethyl-5-phenyl-1H-benzo[e][1,4]diazepin-2(3H)-one). Product: NC1=CC2=C(N(C(CN=C2C2=CC=CC=C2)=O)C)C=C1 (7-amino-1-methyl-5-phenyl-1H-benzo[e][1,4]diazepin-2(3H)-one). RXN SMILES: C(NCC(O)=O)(OCC1C2C(=CC=CC=2)C2C1=CC=CC=2)=O.NC1C=C([N+]([O-])=O)C=CC=1C(C1C=CC=CC=1)=O.[NH2:41][C:42]1[CH:61]=[CH:60][C:45]2[N:46]([CH3:59])[C:47](=[O:58])[CH:48](C)[N:49]=[C:50]([C:51]3[CH:56]=[CH:55][CH:54]=[CH:53][CH:52]=3)[C:44]=2[CH:43]=1>>[NH2:41][C:42]1[CH:61]=[CH:60][C:45]2[N:46]([CH3:59])[C:47](=[O:58])[CH2:48][N:49]=[C:50]([C:51]3[CH:56]=[CH:55][CH:54]=[CH:53][CH:52]=3)[C:44]=2[CH:43]=1. Procedure: This compound was prepared from Fmoc-glycine and 2-amino-4-nitro-benzophenone using the same procedure used for the enantiomers of 7-amino-1,3-dimethyl-5-phenyl-1H-benzo[e][1,4]diazepin-2(3H)-one. Chemical and physical characteristics of the intermediate and final compounds are reported: Reactants: N1(C=NC=C1)C1=CC=C(S1)C=O (5-(1-imidazolyl)-thiophene-2-aldehyde), NCCC(=O)O (β-alanine), [N+](=O)([O-])CC (nitroethane), 2. Solvent: C(CCC)O (n-butanol). Product: [N+](=O)([O-])C(=CC1=CC=C(S1)N1C=NC=C1)C (1-[5-(2-nitro-1-propenyl)-2-thienyl]-imidazole). Reaction SMILES: [N:1]1([C:6]2[S:10][C:9]([CH:11]=O)=[CH:8][CH:7]=2)[CH:5]=[CH:4][N:3]=[CH:2]1.[N+:13]([CH2:16][CH3:17])([O-:15])=[O:14].NCCC(O)=O>C(O)CCC>[N+:13]([C:16]([CH3:17])=[CH:11][C:9]1[S:10][C:6]([N:1]2[CH:5]=[CH:4][N:3]=[CH:2]2)=[CH:7][CH:8]=1)([O-:15])=[O:14]. Procedure details: Similar to example 4(a), the reaction is carried out with 60 g 5-(1-imidazolyl)-thiophene-2-aldehyde (EPA No. 112 987), 23.1 g nitroethane, 2 4 g β-alanine and 210 ml n-butanol. The reactants are C=Cc1ccc(Nc2c(C(=O)OC)cn3ccnc3c2F)c(F)c1, CCO. Yields the product CCc1ccc(Nc2c(C(=O)OC)cn3ccnc3c2F)c(F)c1. As a reaction SMILES: [CH3:1][O:2][C:3](=[O:4])[c:5]1[c:6]([NH:15][c:16]2[c:17]([F:24])[cH:18][c:19]([CH:22]=[CH2:23])[cH:20][cH:21]2)[c:7]([F:14])[c:8]2[n:9]([cH:10]1)[cH:11][cH:12][n:13]2.[CH3:25][CH2:26][OH:27]>>[CH3:1][O:2][C:3](=[O:4])[c:5]1[c:6]([NH:15][c:16]2[c:17]([F:24])[cH:18][c:19]([CH2:22][CH3:23])[cH:20][cH:21]2)[c:7]([F:14])[c:8]2[n:9]([cH:10]1)[cH:11][cH:12][n:13]2. Reactants: C(CCC)C1=NOC(=C1/C=C/C=1SC(=C(N1)C)C(=O)O)C (2-[(E)-2-(3-butyl-5-methyl-isoxazol-4-yl)-vinyl]-4-methyl-thiazole-5-carboxylic acid), N[C@H](CO)CC ((S)-2-amino-1-butanol). The product is OC[C@H](CC)NC(=O)C1=C(N=C(S1)\C=C\C=1C(=NOC1C)CCCC)C (2-[(E)-2-(3-Butyl-5-methyl-isoxazol-4-yl)-vinyl]-4-methyl-thiazole-5-carboxylic acid ((S)-1-hydroxymethyl-propyl)-amide). The yield is 79.0%. As a reaction SMILES: [CH2:1]([C:5]1[C:9](/[CH:10]=[CH:11]/[C:12]2[S:13][C:14]([C:18]([OH:20])=O)=[C:15]([CH3:17])[N:16]=2)=[C:8]([CH3:21])[O:7][N:6]=1)[CH2:2][CH2:3][CH3:4].[NH2:22][C@@H:23]([CH2:26][CH3:27])[CH2:24][OH:25]>>[OH:25][CH2:24][C@@H:23]([NH:22][C:18]([C:14]1[S:13][C:12](/[CH:11]=[CH:10]/[C:9]2[C:5]([CH2:1][CH2:2][CH2:3][CH3:4])=[N:6][O:7][C:8]=2[CH3:21])=[N:16][C:15]=1[CH3:17])=[O:20])[CH2:26][CH3:27]. Procedure: As described for example 105, 2-[(E)-2-(3-butyl-5-methyl-isoxazol-4-yl)-vinyl]-4-methyl-thiazole-5-carboxylic acid (153 mg, 0.5 mmol) was converted, using (S)-2-amino-1-butanol instead of (R)-2-amino-1-butanol, to the title compound (150 mg, 79%) which was obtained as a light yellow solid after purification by chromatography (silica, 50 to 100% ethyl acetate in heptane) and recrystallization from ethyl acetate/heptane. MS: m/e=378.4 [M+H]+. Reactants: ClC=1C=C(CN2C(C=3C(=CN=C(C3CC2)C(=O)OCC)OC)=O)C=CC1F (ethyl 6-(3-chloro-4-fluorobenzyl)-4-methoxy-5-oxo-5,6,7,8-tetrahydro-2,6-naphthyridine-1-carboxylate), OO.NC(=O)N (urea hydrogen peroxide), S([O-])(O)=O.[Na+] (sodium bisulfite), N-oxide, C(C)(=O)OC(C)=O (acetic anhydride), P(=O)(O)([O-])[O-].[K+].[K+] (potassium hydrogen phosphate). Conditions: temperature 20 celsius, time 30 minute. Procedure details: To a cold (5° C.) mixture of ethyl 6-(3-chloro-4-fluorobenzyl)-4-methoxy-5-oxo-5,6,7,8-tetrahydro-2,6-naphthyridine-1-carboxylate (199 g, 0.51 mol) and urea hydrogen peroxide (100 g, 1.06 mol) in dichloromethane (1.5 L), trifluoroacetic anhydride was added dropwise over a period of 45 minutes. The resultant homogeneous solution was stirred at 20° C. for 30 minutes and cooled back to 5° C. The reaction mixture was treated with aqueous potassium hydrogen phosphate (pH of aqueous extract increased ... Yields the product C(C)(=O)OC=1N=C(C=2CCN(C(C2C1OC)=O)CC1=CC(=C(C=C1)F)Cl)C(=O)OCC (Ethyl 3-(acetyloxy)-6-(3-chloro-4-fluorobenzyl)-4-methoxy-5-oxo-5,6,7,8-tetrahydro-2,6-naphthyridine-1-carboxylate). Solvent: ClCCl (dichloromethane), FC(C(=O)OC(C(F)(F)F)=O)(F)F (trifluoroacetic anhydride), C1(=CC=CC=C1)C (toluene). RXN SMILES: [Cl:1][C:2]1[CH:3]=[C:4]([CH:24]=[CH:25][C:26]=1[F:27])[CH2:5][N:6]1[CH2:15][CH2:14][C:13]2[C:12]([C:16]([O:18][CH2:19][CH3:20])=[O:17])=[N:11][CH:10]=[C:9]([O:21][CH3:22])[C:8]=2[C:7]1=[O:23].OO.NC(N)=O.P([O-])([O-])(O)=O.[K+].[K+].S(=O)(O)[O-].[Na+].[C:46]([O:49]C(=O)C)(=[O:48])[CH3:47]>ClCCl.FC(F)(F)C(OC(=O)C(F)(F)F)=O.C1(C)C=CC=CC=1>[C:46]([O:49][C:10]1[N:11]=[C:12]([C:16]([O:18][CH2:19][CH3:20])=[O:17])[C:13]2[CH2:14][CH2:15][N:6]([CH2:5][C:4]3[CH:24]=[CH:25][C:26]([F:27])=[C:2]([Cl:1])[CH:3]=3)[C:7](=[O:23])[C:8]=2[C:9]=1[O:21][CH3:22])(=[O:48])[CH3:47] |f:1.2,3.4.5,6.7|. The reactants are CC1=NC=C(C(=N1)NC1=C(C=C(C=C1C)C)C)S(=O)(=O)C1=CC=C(C=C1)OS(=O)(=O)C(F)(F)F (trifluoromethanesulfonic acid 4-[2-methyl-4-(2,4,6-trimethylphenylamino)-pyrimidine-5-sulfonyl]-phenyl ester), CN(C)C=O (DMF), C(=O)(O)[O-].[Na+] (NaHCO3). The reagents and catalysts are C=1C=CC(=CC1)[P](C=2C=CC=CC2)(C=3C=CC=CC3)[Pd]([P](C=4C=CC=CC4)(C=5C=CC=CC5)C=6C=CC=CC6)([P](C=7C=CC=CC7)(C=8C=CC=CC8)C=9C=CC=CC9)[P](C=1C=CC=CC1)(C=1C=CC=CC1)C=1C=CC=CC1 (Pd(PPh3)4), [C-]#N.[Zn+2].[C-]#N (zinc cyanide). Conditions: temperature 80 celsius, time 2 hour. The product is CC1=NC=C(C(=N1)NC1=C(C=C(C=C1C)C)C)S(=O)(=O)C1=CC=C(C#N)C=C1 (4-[2-Methyl-4-(2,4,6-trimethylphenylamino)-pyrimidine-5-sulfonyl]-benzonitrile). The yield is 97.0%. Reaction SMILES: [CH3:1][C:2]1[N:7]=[C:6]([NH:8][C:9]2[C:14]([CH3:15])=[CH:13][C:12]([CH3:16])=[CH:11][C:10]=2[CH3:17])[C:5]([S:18]([C:21]2[CH:26]=[CH:25][C:24](OS(C(F)(F)F)(=O)=O)=[CH:23][CH:22]=2)(=[O:20])=[O:19])=[CH:4][N:3]=1.C([O-])(O)=O.[Na+].[CH3:40][N:41](C=O)C>[C-]#N.[Zn+2].[C-]#N.C1C=CC([P]([Pd]([P](C2C=CC=CC=2)(C2C=CC=CC=2)C2C=CC=CC=2)([P](C2C=CC=CC=2)(C2C=CC=CC=2)C2C=CC=CC=2)[P](C2C=CC=CC=2)(C2C=CC=CC=2)C2C=CC=CC=2)(C2C=CC=CC=2)C2C=CC=CC=2)=CC=1>[CH3:1][C:2]1[N:7]=[C:6]([NH:8][C:9]2[C:14]([CH3:15])=[CH:13][C:12]([CH3:16])=[CH:11][C:10]=2[CH3:17])[C:5]([S:18]([C:21]2[CH:26]=[CH:25][C:24]([C:40]#[N:41])=[CH:23][CH:22]=2)(=[O:20])=[O:19])=[CH:4][N:3]=1 |f:1.2,4.5.6,^1:53,55,74,93|. Reported procedure: A mixture of trifluoromethanesulfonic acid 4-[2-methyl-4-(2,4,6-trimethylphenylamino)-pyrimidine-5-sulfonyl]-phenyl ester (146 mg, 0.283 mmol), zinc cyanide (66 mg, 0.57 mmol), and DMF (2 mL) was degassed with N2 for 10 min, and then Pd(PPh3)4 (16 mg, 0.014 mmol) was added. The mixture was stirred at 80° C. under N2 for 2 h and then cooled to room temperature. The reaction mixture was treated with saturated aqueous NaHCO3, and extracted (3×) with EtOAc. The combined organic layers were washed wi...